Task: describe an organic reaction: reactants, conditions, products, and yield. Dataset: the Open Reaction Database (ORD), a public repository of structured organic reaction records Starting materials: FCCBr, [K+], [K+], O=C([O-])[O-], CN(C)C=O, COc1ccc(C=O)cc1O. Product: COc1ccc(C=O)cc1OCCF. RXN SMILES: [Br:18][CH2:19][CH2:20][F:21].[K+:12].[K+:13].[O-:14][C:15]([O-:16])=[O:17].[O:22]=[CH:23][N:24]([CH3:25])[CH3:26].[OH:1][c:2]1[cH:3][c:4]([CH:5]=[O:6])[cH:7][cH:8][c:9]1[O:10][CH3:11]>>[O:1]([c:2]1[cH:3][c:4]([CH:5]=[O:6])[cH:7][cH:8][c:9]1[O:10][CH3:11])[CH2:19][CH2:20][F:21]. Yields the product BrC1=CC(=C(C=C1)N1N=CC=N1)F (2-(4-Bromo-2-fluorophenyl)-2H-1,2,3-triazole). RXN SMILES: BrC1C=CC(N/[N:9]=[CH:10]/[CH:11]=[N:12]/[NH:13][C:14]2[CH:19]=[CH:18][C:17]([Br:20])=[CH:16][C:15]=2[F:21])=C(F)C=1>C1(C)C=CC=CC=1.FC(F)(F)S([O-])(=O)=O.[Cu+2].FC(F)(F)S([O-])(=O)=O>[Br:20][C:17]1[CH:18]=[CH:19][C:14]([N:13]2[N:9]=[CH:10][CH:11]=[N:12]2)=[C:15]([F:21])[CH:16]=1 |f:2.3.4|. Procedure details: Copper (II) trifluoromethanesulfonate (218 mg, 0.60 mmol) was added to a slurry of (1E,2E)-ethanedial bis[(4-bromo-2-fluorophenyl)hydrazone] (2.61 g, 6.04 mmol) in toluene (25 mL). The reaction was heated to reflux and stirred at this temperature overnight. The reaction was allowed to cool and was filtered through celite, and the filter pad was washed with EtOAc (100 mL). The combined filtrates were washed with 1 N aq HCl (3×100 mL), water (100 mL), and brine (100 mL) and then dried (MgSO4), fil... Solvent: C1(=CC=CC=C1)C (toluene). The yield is 73.9%. Reactants: BrC1=CC(=C(C=C1)N\N=C\C=N\NC1=C(C=C(C=C1)Br)F)F ((1E,2E)-ethanedial bis[(4-bromo-2-fluorophenyl)hydrazone]). Conditions: time 8 hour. Reagents/catalysts: FC(S(=O)(=O)[O-])(F)F.[Cu+2].FC(S(=O)(=O)[O-])(F)F (Copper (II) trifluoromethanesulfonate).